This data is from the Open Reaction Database (ORD), a public repository of structured organic reaction records. The task is: describe an organic reaction: reactants, conditions, products, and yield Starting materials: FC1=C(C=C(C=C1)F)C1=CC(=CC(=C1)N1C=NC2=C1C=CC(=C2)C=2C=NN(C2)CCN2CCOCC2)NC(C)=O (N-(2′,5′-difluoro-5-(5-(1-(2-morpholinoethyl)-1H-pyrazol-4-yl)-1H-benzo[d]-imidazol-1-yl)biphenyl-3-yl)acetamide), C1(CC1)S(=O)(=O)Cl (cyclopropane sulfonyl chloride). Product: FC1=C(C=C(C=C1)F)C1=CC(=CC(=C1)N1C=NC2=C1C=CC(=C2)C=2C=NN(C2)CCN2CCOCC2)NS(=O)(=O)C2CC2 (N-(2′,5′-difluoro-5-(5-(1-(2-morpholinoethyl)-1H-pyrazol-4-yl)-1H-benzo[d]-imidazol-1-yl)biphenyl-3-yl)cyclopropanesulfonamide). RXN SMILES: [F:1][C:2]1[CH:7]=[CH:6][C:5]([F:8])=[CH:4][C:3]=1[C:9]1[CH:14]=[C:13]([N:15]2[C:19]3[CH:20]=[CH:21][C:22]([C:24]4[CH:25]=[N:26][N:27]([CH2:29][CH2:30][N:31]5[CH2:36][CH2:35][O:34][CH2:33][CH2:32]5)[CH:28]=4)=[CH:23][C:18]=3[N:17]=[CH:16]2)[CH:12]=[C:11]([NH:37]C(=O)C)[CH:10]=1.[CH:41]1([S:44](Cl)(=[O:46])=[O:45])[CH2:43][CH2:42]1>>[F:1][C:2]1[CH:7]=[CH:6][C:5]([F:8])=[CH:4][C:3]=1[C:9]1[CH:14]=[C:13]([N:15]2[C:19]3[CH:20]=[CH:21][C:22]([C:24]4[CH:25]=[N:26][N:27]([CH2:29][CH2:30][N:31]5[CH2:36][CH2:35][O:34][CH2:33][CH2:32]5)[CH:28]=4)=[CH:23][C:18]=3[N:17]=[CH:16]2)[CH:12]=[C:11]([NH:37][S:44]([CH:41]2[CH2:43][CH2:42]2)(=[O:46])=[O:45])[CH:10]=1. Procedure details: The compound was prepared from the compound of Example 139 using the procedures of Example 140 and cyclopropane sulfonyl chloride. 1H NMR (400 MHz, DMSO-d6): δ 10.31 (s, 1H), 8.76 (s, 1H), 8.36 (s, 1H), 8.14 (s, 1H), 8.07 (s, 1H), 7.73 (d, 1H), 7.67-7.63 (m, 4H), 7.55 (s, 1H), 7.50-7.45 (m, 2H), 4.60 (t, 2H), 3.99-3.79 (m, 2H), 3.69-3.63 (m, 6H), 3.20-3.17 (m, 2H), 2.91-2.88 (m, 1H), 1.1-1.0 (d, 4H); LC-MS (ESI): Calculated mass: 604.67; Observed mass: 605.4 [M+H]+ (rt: 0.48 min). Reactants: COc1ccc(CN2CC(=O)Nc3ncc(Br)cc3C2)cc1, C=CC(=O)OC(C)(C)C, CCC#N, CC(=O)[O-], CC(=O)[O-], CN(C)C=O, [Pd+2]. Yields the product COc1ccc(CN2CC(=O)Nc3ncc(C=CC(=O)OC(C)(C)C)cc3C2)cc1. RXN SMILES: [Br:1][c:2]1[cH:3][c:4]2[c:5]([n:21][cH:22]1)[NH:6][C:7](=[O:20])[CH2:8][N:9]([CH2:11][c:12]1[cH:13][cH:14][c:15]([O:18][CH3:19])[cH:16][cH:17]1)[CH2:10]2.[C:23]([CH:24]=[CH2:25])(=[O:26])[O:27][C:28]([CH3:29])([CH3:30])[CH3:31].[C:32](#[N:33])[CH2:34][CH3:35].[O-:42][C:43]([CH3:44])=[O:45].[O-:46][C:47]([CH3:48])=[O:49].[O:36]=[CH:37][N:38]([CH3:39])[CH3:40].[Pd+2:41]>>[c:2]1([CH:25]=[CH:24][C:23](=[O:26])[O:27][C:28]([CH3:29])([CH3:30])[CH3:31])[cH:3][c:4]2[c:5]([n:21][cH:22]1)[NH:6][C:7](=[O:20])[CH2:8][N:9]([CH2:11][c:12]1[cH:13][cH:14][c:15]([O:18][CH3:19])[cH:16][cH:17]1)[CH2:10]2. Reactants: Cl.ClC=1NC(=CC1C(=O)OCC)C1=NC=CC=C1 (Ethyl 2-chloro-5-(pyridin-2-yl)-1H-pyrrole-3-carboxylate hydrochloride). Reagents/catalysts: [C].[Pd] (palladium carbon). The solvent is C(C)O (ethanol). Reaction conditions: temperature 50 celsius, time 15 hour. Product: N1=C(C=CC=C1)C1=CC(=CN1)C(=O)OCC (Ethyl 5-(pyridin-2-yl)-1H-pyrrole-3-carboxylate). The yield is 84.1%. As a reaction SMILES: Cl.Cl[C:3]1[NH:4][C:5]([C:13]2[CH:18]=[CH:17][CH:16]=[CH:15][N:14]=2)=[CH:6][C:7]=1[C:8]([O:10][CH2:11][CH3:12])=[O:9]>C(O)C.[C].[Pd]>[N:14]1[CH:15]=[CH:16][CH:17]=[CH:18][C:13]=1[C:5]1[NH:4][CH:3]=[C:7]([C:8]([O:10][CH2:11][CH3:12])=[O:9])[CH:6]=1 |f:0.1,3.4|. Procedure: Ethyl 2-chloro-5-(pyridin-2-yl)-1H-pyrrole-3-carboxylate hydrochloride (2.73 g) was dissolved in ethanol (200 mL), and 10% palladium carbon (50% containing water, 2.73 g) was added under a nitrogen atmosphere. Under a hydrogen atmosphere, the mixture was stirred at 50° C. for 15 hr. The reaction mixture was filtrated, and the filtrate was concentrated under reduced pressure. Saturated aqueous sodium hydrogencarbonate was added to the residue, and the mixture was extracted with ethyl acetate. The... Reactants: OO (H2O2), Example I, O=O (oxygen), [OH-].[Na+] (sodium hydroxide), C1(=CC=C(C=C1)OC(=O)CCC(=O)Cl)C (3-(p-tolyloxycarbonyl)propionyl chloride). Solvent: CCOCC (ether). Reaction conditions: time 3 hour. Product: C1(=CC=C(C=C1)OC(=O)CCC(=O)OOC(CCC(=O)OC1=CC=C(C=C1)C)=O)C (Di-[3-(p-tolyloxycarbonyl)propionyl] Peroxide). Isolated yield 83.9%. Reaction SMILES: [OH:1][OH:2].[OH-:3].[Na+].[C:5]1([CH3:19])[CH:10]=[CH:9][C:8]([O:11][C:12]([CH2:14][CH2:15][C:16](Cl)=[O:17])=[O:13])=[CH:7][CH:6]=1.O=O>CCOCC>[C:5]1([CH3:19])[CH:10]=[CH:9][C:8]([O:11][C:12]([CH2:14][CH2:15][C:16]([O:1][O:2][C:16](=[O:17])[CH2:15][CH2:14][C:12]([O:11][C:8]2[CH:7]=[CH:6][C:5]([CH3:19])=[CH:10][CH:9]=2)=[O:3])=[O:17])=[O:13])=[CH:7][CH:6]=1 |f:1.2|. Procedure details: To a vigorously stirred solution of 2.0 g. (0.029 mole) of 50% H2O2 and 25.2 g. (0.063 mole) of aqueous 10% sodium hydroxide at 10°-14° C. was added slowly 10.9 g. (0.0483 mole) of 3-(p-tolyloxycarbonyl)propionyl chloride in ether solution. The resulting reaction mixture was stirred for an additional 3 hours. After a work-up similar to that in Example I 9.1 g. (theory, 10.0g.) of white solid, m.p. 94°-106° C. (decomp.) was obtained. The assay according to "active oxygen" content was 92.3% and th... Reactants: N(CC(=O)O)CC(=O)O (iminodiacetic acid), O.[OH-].[Li+] (lithium hydroxide monohydrate). The solvent is O (water). Yields the product N(CC(=O)[O-])CC(=O)[O-].[Li+].[Li+] (lithium iminodiacetate). Reaction SMILES: [NH:1]([CH2:6][C:7]([OH:9])=[O:8])[CH2:2][C:3]([OH:5])=[O:4].O.[OH-].[Li+:12]>O>[NH:1]([CH2:6][C:7]([O-:9])=[O:8])[CH2:2][C:3]([O-:5])=[O:4].[Li+:12].[Li+:12] |f:1.2.3,5.6.7|. Reported procedure: 3 g of iminodiacetic acid, 27 g of water, and 1.85 g of lithium hydroxide monohydrate were placed in a 500 mL capacity three-necked flask equipped with a refluxing condenser, and stirred. Then, water was evaporated using an evaporator to provide lithium iminodiacetate as solid.